This data is from the Open Reaction Database (ORD), a public repository of structured organic reaction records. The task is: describe an organic reaction: reactants, conditions, products, and yield Reactants: C1(=CC=CC=C1)C=1CCN(CC1)CCCBr (3-(4-phenyl-1,2,3,6-tetrahydro-1-pyridyl)-1-bromopropane), C(C(=O)O)(=O)O (oxalic acid), CN(C1NC(C2=CC=CC=C12)=O)C (3-dimethylamino-1-isoindolinone), [H-].[Na+] (sodium hydride), suspension. The solvent is CN(C=O)C (dimethylformamide), C(C)C(=O)C (methyl ethyl ketone), C(C)C(=O)C (methyl ethyl ketone), C(Cl)Cl (methylene chloride), C(Cl)Cl (methylene chloride), CN(C=O)C (dimethylformamide), CN(C=O)C (dimethylformamide). Reaction conditions: time 1 hour. Product: C(C(=O)O)(=O)O.CN(C1N(C(C2=CC=CC=C12)=O)CCCN1CCC(=CC1)C1=CC=CC=C1)C (3-dimethylamino-2-[3-(4-phenyl-1,2,3,6-tetrahydro-1-pyridyl)propyl]-1-isoindolinone oxalate). The yield is 77.4%. As a reaction SMILES: [CH3:1][N:2]([CH3:13])[CH:3]1[C:11]2[C:6](=[CH:7][CH:8]=[CH:9][CH:10]=2)[C:5](=[O:12])[NH:4]1.[H-].[Na+].[C:16]1([C:22]2[CH2:23][CH2:24][N:25]([CH2:28][CH2:29][CH2:30]Br)[CH2:26][CH:27]=2)[CH:21]=[CH:20][CH:19]=[CH:18][CH:17]=1.[C:32]([OH:37])(=[O:36])[C:33]([OH:35])=[O:34]>CN(C)C=O.C(Cl)Cl.C(C(C)=O)C>[C:32]([OH:37])(=[O:36])[C:33]([OH:35])=[O:34].[CH3:1][N:2]([CH3:13])[CH:3]1[C:11]2[C:6](=[CH:7][CH:8]=[CH:9][CH:10]=2)[C:5](=[O:12])[N:4]1[CH2:30][CH2:29][CH2:28][N:25]1[CH2:24][CH:23]=[C:22]([C:16]2[CH:21]=[CH:20][CH:19]=[CH:18][CH:17]=2)[CH2:27][CH2:26]1 |f:1.2,8.9|. Procedure: A solution of 3-dimethylamino-1-isoindolinone (11.7 g) in anhydrous dimethylformamide (300 cc) is added to a suspension of sodium hydride (as a 50% suspension in oil) (3.5 g) in anhydrous dimethylformamide (150 cc) at a temperature close to 20° C. in the course of 30 minutes, and agitation is continued for 1 hour. Then, a solution of 3-(4-phenyl-1,2,3,6-tetrahydro-1-pyridyl)-1-bromopropane (20.5 g) in dimethylformamide (150 cc) is added in the course of 15 minutes, and agitation is continued for... The reactants are C(CCCCCCCCCCCCCCC)(=O)O (palmitic acid), C(CCCCCCCCCCCCC)(=O)O (myristic acid), C(CCCCCCCCCCC)(=O)O (lauric acid), C(C1=CC=CC=C1)O (benzyl alcohol), fatty acids, C(=O)([O-])[O-].[K+].[K+] (potash), CS(=O)(=O)O (methanesulfonic acid). The solvent is CO (methanol), O (water). Reaction conditions: temperature 65 celsius. The product is C(CCCCCCCCCCC)(=O)OCC1=CC=CC=C1.C(CCCCCCCCCCCCC)(=O)[O-].C(CCCCCCCCCCCCCCC)(=O)[O-] (Benzyl Laurate Myristate Palmitate). RXN SMILES: [CH2:1]([OH:8])[C:2]1[CH:7]=[CH:6][CH:5]=[CH:4][CH:3]=1.[C:9]([OH:26])(=[O:25])[CH2:10][CH2:11][CH2:12][CH2:13][CH2:14][CH2:15][CH2:16][CH2:17][CH2:18][CH2:19][CH2:20][CH2:21][CH2:22][CH2:23][CH3:24].[C:27]([OH:42])(=[O:41])[CH2:28][CH2:29][CH2:30][CH2:31][CH2:32][CH2:33][CH2:34][CH2:35][CH2:36][CH2:37][CH2:38][CH2:39][CH3:40].C(O)(=O)CCCCCCCCCCC.CS(O)(=O)=O.C([O-])([O-])=O.[K+].[K+]>CO.O>[C:9]([O:8][CH2:1][C:2]1[CH:7]=[CH:6][CH:5]=[CH:4][CH:3]=1)(=[O:25])[CH2:10][CH2:11][CH2:12][CH2:13][CH2:14][CH2:15][CH2:16][CH2:17][CH2:18][CH2:19][CH3:20].[C:27]([O-:42])(=[O:41])[CH2:28][CH2:29][CH2:30][CH2:31][CH2:32][CH2:33][CH2:34][CH2:35][CH2:36][CH2:37][CH2:38][CH2:39][CH3:40].[C:9]([O-:26])(=[O:25])[CH2:10][CH2:11][CH2:12][CH2:13][CH2:14][CH2:15][CH2:16][CH2:17][CH2:18][CH2:19][CH2:20][CH2:21][CH2:22][CH2:23][CH3:24] |f:5.6.7,10.11.12|. Procedure details: Into a clean and dry reactor benzyl alcohol (1.26 mole ratio) was added to a mixture of palmitic acid, myristic acid and lauric acid (at mole ratios of 0.15/0.15/0.7 respectively). Nitrogen is charged to the flask and the flask was heated to 60-70° C. to melt the fatty acids. When the batch is a liquid the catalyst (methanesulfonic acid 70% in methanol) is added to the mixture (about 0.29% by weight). The temperature is then raised slowly to 160° C. distilling off water and refluxing benzyl alco... Yields the product OC(CCCc1ccccc1)c1ccc(OCc2ccc3ccccc3n2)cc1. Starting materials: [Br-], C1CCOC1, [Mg+]CCCc1ccccc1, O=Cc1ccc(OCc2ccc3ccccc3n2)cc1. RXN SMILES: [Br-:21].[CH2:32]1[O:33][CH2:34][CH2:35][CH2:36]1.[c:22]1([CH2:28][CH2:29][CH2:30][Mg+:31])[cH:23][cH:24][cH:25][cH:26][cH:27]1.[n:1]1[c:2]([CH2:11][O:12][c:13]2[cH:14][cH:15][c:16]([CH:17]=[O:18])[cH:19][cH:20]2)[cH:3][cH:4][c:5]2[cH:6][cH:7][cH:8][cH:9][c:10]12>>[n:1]1[c:2]([CH2:11][O:12][c:13]2[cH:14][cH:15][c:16]([CH:17]([OH:18])[CH2:30][CH2:29][CH2:28][c:22]3[cH:23][cH:24][cH:25][cH:26][cH:27]3)[cH:19][cH:20]2)[cH:3][cH:4][c:5]2[cH:6][cH:7][cH:8][cH:9][c:10]12. Reactants: SC=1SC(=CN1)C(CC)(CC)O (3-(2-mercapto-1,3-thiazol-5-yl)pentan-3-ol), C(C)[SiH](CC)CC (triethylsilane), C(=O)(C(F)(F)F)O (TFA). Run in C(Cl)Cl (CH2Cl2), CCOC(=O)C (EtOAc). Conditions: temperature 0 celsius, time 1 hour. The product is C(C)C(CC)C1=CN=C(S1)S (5-(1-ethylpropyl)-1,3-thiazole-2-thiol). As a reaction SMILES: [SH:1][C:2]1[S:3][C:4]([C:7](O)([CH2:10][CH3:11])[CH2:8][CH3:9])=[CH:5][N:6]=1.C([SiH](CC)CC)C.C(O)(C(F)(F)F)=O>C(Cl)Cl.CCOC(C)=O>[CH2:8]([CH:7]([C:4]1[S:3][C:2]([SH:1])=[N:6][CH:5]=1)[CH2:10][CH3:11])[CH3:9]. Reported procedure: To a solution of 3-(2-mercapto-1,3-thiazol-5-yl)pentan-3-ol (515 mg, 2.5 mmol) in 30 ml of CH2Cl2 at 0° C. was added triethylsilane (2.0 ml, 12.5 mmol) and TFA (2.0 ml, 25.9 mmol). The mixture was stirred for 1 h at 0° C. then warmed to room temperature. After 1 h, the reaction mixture was diluted with EtOAc and quenched with a saturated solution of sodium bicarbonate. The layers were separated and the aqueous phase was extracted with EtOAc. The combined organic layers were washed with brine, dr... Reactants: ClC=1C=CC2=C(C(=NCC=3N2C(=NN3)CO)C3=CC=CC=C3)C1 (8-chloro-1-(hydroxymethyl)-6-phenyl-4H-s-triazolo[4,3-a][1,4]benzodiazepine), C(CCCCC)(=O)OC(CCCCC)=O (hexanoic anhydride). The solvent is O (water). Yields the product C(CCCCC)(=O)O.ClC=1C=CC2=C(C(=NCC=3N2C(=NN3)CO)C3=CC=CC=C3)C1 (8-chloro-1-(hydroxymethyl)-6-phenyl-4H-s-triazolo[4,3-a][1,4]benzodiazepine hexanoate). RXN SMILES: [Cl:1][C:2]1[CH:3]=[CH:4][C:5]2[N:11]3[C:12]([CH2:15][OH:16])=[N:13][N:14]=[C:10]3[CH2:9][N:8]=[C:7]([C:17]3[CH:22]=[CH:21][CH:20]=[CH:19][CH:18]=3)[C:6]=2[CH:23]=1.[C:24]([O:31]C(=O)CCCCC)(=[O:30])[CH2:25][CH2:26][CH2:27][CH2:28][CH3:29]>O>[C:24]([OH:31])(=[O:30])[CH2:25][CH2:26][CH2:27][CH2:28][CH3:29].[Cl:1][C:2]1[CH:3]=[CH:4][C:5]2[N:11]3[C:12]([CH2:15][OH:16])=[N:13][N:14]=[C:10]3[CH2:9][N:8]=[C:7]([C:17]3[CH:22]=[CH:21][CH:20]=[CH:19][CH:18]=3)[C:6]=2[CH:23]=1 |f:3.4|. Procedure: In a manner similar to Example 12, a mixture of 8-chloro-1-(hydroxymethyl)-6-phenyl-4H-s-triazolo[4,3-a][1,4]benzodiazepine and hexanoic anhydride was heated on the water bath to give 8-chloro-1-(hydroxymethyl)-6-phenyl-4H-s-triazolo[4,3-a][1,4]benzodiazepine hexanoate (ester). RXN SMILES: C(O)(=O)[C@@H](C1C=CC=CC=1)O.[NH2:12][C@H:13]1[C:19]2[CH:20]=[CH:21][CH:22]=[CH:23][C:18]=2[CH2:17][CH2:16][N:15]([CH3:24])[C:14]1=[O:25].[ClH:26]>C(OCC)(=O)C>[ClH:26].[NH2:12][C@H:13]1[C:19]2[CH:20]=[CH:21][CH:22]=[CH:23][C:18]=2[CH2:17][CH2:16][N:15]([CH3:24])[C:14]1=[O:25] |f:0.1,4.5|. Yield: 92.5%. Reported procedure: (S)-1-Amino-3-methyl-2,3,4,5-tetrahydro-1H-3-benzazepin-2-one (R)-mandelic acid salt (2.42 g, 7.06 mmol, 98.4% ee) was slurried in 25 mL ethyl acetate at ambient temperature. Concentrated aqueous hydrochloric acid (1.1 mL, about 11.2 mmol) was added and the mixture was heated to 50° C. with vigorous stirring for 3.5 hours. The slurry was cooled to ambient temperature and filtered, rinsed with the methyl t-butyl ether (about 10 mL) to give 1.48 g of the title compound (92.5% yield, 97.9% ee). Yields the product Cl.N[C@@H]1C(N(CCC2=C1C=CC=C2)C)=O ((S)-1-amino-3-methyl-2,3,4,5-tetrahydro-1H-3-benzazepin-2-one hydrochloric acid salt). Reaction conditions: temperature 50 celsius, time 3.5 hour. Reactants: C([C@H](O)C1=CC=CC=C1)(=O)O.N[C@@H]1C(N(CCC2=C1C=CC=C2)C)=O ((S)-1-Amino-3-methyl-2,3,4,5-tetrahydro-1H-3-benzazepin-2-one (R)-mandelic acid salt), Cl (hydrochloric acid). Run in C(C)(=O)OCC (ethyl acetate).